Dataset: the Open Reaction Database (ORD), a public repository of structured organic reaction records. Task: describe an organic reaction: reactants, conditions, products, and yield The reactants are Cc1ccc2c(Cl)ccnc2n1, Cc1ccc(Sc2cccc(O)c2)c(N)c1. Yields the product Cc1ccc(Sc2cccc(O)c2)c(Nc2ccnc3nc(C)ccc23)c1. RXN SMILES: [Cl:1][c:2]1[c:3]2[cH:4][cH:5][c:6]([CH3:12])[n:7][c:8]2[n:9][cH:10][cH:11]1.[NH2:13][c:14]1[c:15]([S:21][c:22]2[cH:23][c:24]([OH:28])[cH:25][cH:26][cH:27]2)[cH:16][cH:17][c:18]([CH3:20])[cH:19]1>>[c:2]1([NH:13][c:14]2[c:15]([S:21][c:22]3[cH:23][c:24]([OH:28])[cH:25][cH:26][cH:27]3)[cH:16][cH:17][c:18]([CH3:20])[cH:19]2)[c:3]2[cH:4][cH:5][c:6]([CH3:12])[n:7][c:8]2[n:9][cH:10][cH:11]1. The reactants are methyl hydrogen, C([O-])([O-])=O.[Na+].[Na+] (sodium carbonate), C(C1=CC=CC=C1)(=O)NN (benzoic hydrazide), P(=O)(Cl)(Cl)Cl (phosphorous oxychloride). Run in ice water. Conditions: temperature 120 celsius. The product is C1(=CC=CC=C1)C1=NN=C(O1)C=1C=C(C(=O)O)C=CC1 (3-(5-phenyl-1,3,4-oxadiazol-2-yl)-benzoic acid). RXN SMILES: [C:1]([NH:9][NH2:10])(=[O:8])[C:2]1[CH:7]=[CH:6][CH:5]=[CH:4][CH:3]=1.P(Cl)(Cl)(Cl)=O.[C:16](=[O:19])([O-])[O-:17].[Na+].[Na+]>>[C:2]1([C:1]2[O:8][C:1]([C:2]3[CH:3]=[C:4]([CH:5]=[CH:6][CH:7]=3)[C:16]([OH:17])=[O:19])=[N:10][N:9]=2)[CH:7]=[CH:6][CH:5]=[CH:4][CH:3]=1 |f:2.3.4|. Procedure: A mixture of methyl hydrogen isopthalalate (1.8 g, 10 mmol), benzoic hydrazide (1.4 g, 10 mmol) and phosphorous oxychloride (20 ml), under an atmosphere of nitrogen, was heated at 120° C. for 18 hours, then cooled to room temperature and then poured into ice water (500 ml). This mixture was treated with solid sodium carbonate until the aqueous layer was basic (pH 8-9) and the resultant pink solid was filtered. This material was treated with 100 ml methanol and the suspension was treated with sod...